Dataset: the Open Reaction Database (ORD), a public repository of structured organic reaction records. Task: describe an organic reaction: reactants, conditions, products, and yield The reactants are C(C1=CC=CC=C1)N1C(=O)N(C=2N=CN(C2C1=O)CCCCP(OCC)(OCC)=O)C (diethyl [4-(1-benzyl-3-methylxanthin-7-yl)-butyl]phosphonate), N (ammonia). Reagents/catalysts: [Pd] (palladium on activated carbon). Solvent: C(C)O (ethanol). Reaction conditions: time 48 hour. Product: CN1C(NC(C=2N(C=NC12)CCCCP(OCC)(OCC)=O)=O)=O (Diethyl [4-(3-methylxanthin-7-yl)butyl]phosphonate). RXN SMILES: C([N:8]1[C:17](=[O:18])[C:16]2[N:15]([CH2:19][CH2:20][CH2:21][CH2:22][P:23](=[O:30])([O:27][CH2:28][CH3:29])[O:24][CH2:25][CH3:26])[CH:14]=[N:13][C:12]=2[N:11]([CH3:31])[C:9]1=[O:10])C1C=CC=CC=1.N>C(O)C.[Pd]>[CH3:31][N:11]1[C:12]2[N:13]=[CH:14][N:15]([CH2:19][CH2:20][CH2:21][CH2:22][P:23](=[O:30])([O:24][CH2:25][CH3:26])[O:27][CH2:28][CH3:29])[C:16]=2[C:17](=[O:18])[NH:8][C:9]1=[O:10]. Procedure details: 13 g (0.03 mol) of diethyl [4-(1-benzyl-3-methylxanthin-7-yl)-butyl]phosphonate were suspended in 150 ml of ethanol with 2 g of palladium on activated carbon (10%) and, after addition of 3 ml of concentrated ammonia solution, hydrogenated with shaking at 1.5 bar in the course of 48 hours. The catalyst was filtered off, the solvent was evaporated under reduced pressure and the residue which remained was crystallized from diisopropyl ether. Reactants: ClC1=C2C(=NC=C1)C=C(O2)C2=CC=CC=C2 (7-chloro-2-phenylfuro[3,2-b]pyridine), NC1=CC=C2C=NNC2=C1 (6-aminoindazole), C1(CCCCC1)P(C1=C(C=CC=C1)C1=C(C=C(C=C1C(C)C)C(C)C)C(C)C)C1CCCCC1 (2-(dicyclohexylphosphino)-2′,4′,6′-triisopropylbiphenyl), CC(C)([O-])C.[Na+] (sodium tert. butoxide). Reagents/catalysts: C(C)(=O)[O-].[Pd+2].C(C)(=O)[O-] (palladium(II) acetate). The solvent is O1CCOCC1 (dioxane). Reaction conditions: temperature 110 celsius, time 8 hour. Product: N=1NC=C2C=CC(=CC12)NC1=C2C(=NC=C1)C=C(O2)C2=CC=CC=C2 ((2H-Indazol-6-yl)-(2-phenyl-furo[3,2-b]pyridin-7-yl)-amine). The yield is 9.2%. Reaction SMILES: Cl[C:2]1[CH:7]=[CH:6][N:5]=[C:4]2[CH:8]=[C:9]([C:11]3[CH:16]=[CH:15][CH:14]=[CH:13][CH:12]=3)[O:10][C:3]=12.[NH2:17][C:18]1[CH:26]=[C:25]2[C:21]([CH:22]=[N:23][NH:24]2)=[CH:20][CH:19]=1.C1(P(C2CCCCC2)C2C=CC=CC=2C2C(C(C)C)=CC(C(C)C)=CC=2C(C)C)CCCCC1.CC(C)([O-])C.[Na+]>O1CCOCC1.C([O-])(=O)C.[Pd+2].C([O-])(=O)C>[N:24]1[NH:23][CH:22]=[C:21]2[C:25]=1[CH:26]=[C:18]([NH:17][C:2]1[CH:7]=[CH:6][N:5]=[C:4]3[CH:8]=[C:9]([C:11]4[CH:16]=[CH:15][CH:14]=[CH:13][CH:12]=4)[O:10][C:3]=13)[CH:19]=[CH:20]2 |f:3.4,6.7.8|. Procedure details: To a 10 mL sealed tube with stirbar was added 7-chloro-2-phenylfuro[3,2-b]pyridine (50.00 mg; 0.22 mmol; 1.00 eq.), 6-aminoindazole (34.79 mg; 0.26 mmol; 1.20 eq.), palladium(II) acetate (2.44 mg; 0.01 mmol; 0.05 eq.), 2-(dicyclohexylphosphino)-2′,4′,6′-triisopropylbiphenyl (10.38 mg; 0.02 mmol; 0.10 eq.), and sodium tert. butoxide (62.77 mg; 0.65 mmol; 3.00 eq.). The reagents were suspended in dioxane (2.00 ml) under a N2 atmosphere and stirred at 110° C. overnight. The reaction mixture was coo... The reactants are C1CCOC1, CC(C)C(=O)O, CC(C)OC(=O)N=NC(=O)OC(C)C, CC(=O)C1CCC2C3CCC4CC(O)CCC4(C)C3CCC12C, c1ccc(P(c2ccccc2)c2ccccc2)cc1. Yields the product CC(=O)C1CCC2C3CCC4CC(OC(=O)C(C)C)CCC4(C)C3CCC12C. Reaction SMILES: [CH2:63]1[O:64][CH2:65][CH2:66][CH2:67]1.[CH3:43][CH:44]([CH3:45])[C:46]([OH:47])=[O:48].[O:49]=[C:50]([O:51][CH:52]([CH3:53])[CH3:54])[N:55]=[N:56][C:57]([O:58][CH:59]([CH3:60])[CH3:61])=[O:62].[OH:1][CH:2]1[CH2:3][CH:4]2[CH2:5][CH2:6][CH:7]3[CH:8]4[CH2:9][CH2:10][CH:11]([C:12]([CH3:13])=[O:14])[C:15]4([CH3:23])[CH2:16][CH2:17][CH:18]3[C:19]2([CH3:22])[CH2:20][CH2:21]1.[c:24]1([P:25]([c:26]2[cH:27][cH:28][cH:29][cH:30][cH:31]2)[c:32]2[cH:33][cH:34][cH:35][cH:36][cH:37]2)[cH:38][cH:39][cH:40][cH:41][cH:42]1>>[O:1]([CH:2]1[CH2:3][CH:4]2[CH2:5][CH2:6][CH:7]3[CH:8]4[CH2:9][CH2:10][CH:11]([C:12]([CH3:13])=[O:14])[C:15]4([CH3:23])[CH2:16][CH2:17][CH:18]3[C:19]2([CH3:22])[CH2:20][CH2:21]1)[C:46]([CH:44]([CH3:43])[CH3:45])=[O:47].